From a dataset of the Open Reaction Database (ORD), a public repository of structured organic reaction records. describe an organic reaction: reactants, conditions, products, and yield The reactants are C(C)(C)(C)OC(=O)COC1=CC=C(C=C1)C(C(=O)OC)(O)C (methyl 4-(t-butoxycarbonylmethoxy)phenyllactate), FC1=CC=C(CBr)C=C1 (4-fluorobenzylbromide). Reagents/catalysts: [Ag]=O (silver oxide). Run in C1(=CC=CC=C1)C (toluene). Conditions: temperature 80 celsius, time 3 hour. The product is C(C)(C)(C)OC(=O)COC1=CC=C(C=C1)CC(C(=O)OC)OCC1=CC=C(C=C1)F (Methyl 3-[4-(t-butoxycarbonylmethoxy)phenyl]-2-(4-fluorobenzyloxy)propionate). As a reaction SMILES: [C:1]([O:5][C:6]([CH2:8][O:9][C:10]1[CH:15]=[CH:14][C:13]([C:16](C)(O)[C:17]([O:19][CH3:20])=O)=[CH:12][CH:11]=1)=[O:7])([CH3:4])([CH3:3])[CH3:2].[F:23][C:24]1[CH:31]=[CH:30][C:27](CBr)=[CH:26][CH:25]=1>[Ag]=O.C1(C)C=CC=CC=1>[C:1]([O:5][C:6]([CH2:8][O:9][C:10]1[CH:11]=[CH:12][C:13]([CH2:16][CH:17]([O:19][CH2:20][C:27]2[CH:30]=[CH:31][C:24]([F:23])=[CH:25][CH:26]=2)[C:6]([O:5][CH3:1])=[O:7])=[CH:14][CH:15]=1)=[O:7])([CH3:2])([CH3:3])[CH3:4]. Procedure: A mixture of methyl 4-(t-butoxycarbonylmethoxy)phenyllactate (3.0 g), 4-fluorobenzylbromide (2.4 ml), silver oxide (9.0 g) and toluene (60 ml) was stirred at 80° C. under a nitrogen atmosphere for 3 hours. The reaction mixture was filtered and the filtrate was concentrated under reduced pressure. The residue was chromatographed on a silica gel column using hexane:ethyl acetate=5:1 as the eluant to afford the title compound (2.9 g, Rf=0.39: thin layer chromatography on a silica gel plate using he... The reactants are C(OC1=CC=CC=C1)(OC1=CC=CC=C1)=O (diphenyl carbonate), N[C@@H](CCSC)C(=O)[O-].C(CCC)[S+]1CCCC1 (butyltetrahydrothiophenium methionine salt), Cl (HCl). Run in C(C)#N (acetonitrile), C(C)#N (acetonitrile). Product: O(C1=CC=CC=C1)C(=O)N[C@@H](CCSC)C(=O)O (N-phenoxycarbonyl-L-methionine). Reaction SMILES: [C:1](=[O:16])([O:9][C:10]1[CH:15]=[CH:14][CH:13]=[CH:12][CH:11]=1)OC1C=CC=CC=1.[NH2:17][C@H:18]([C:23]([O-:25])=[O:24])[CH2:19][CH2:20][S:21][CH3:22].C([S+]1CCCC1)CCC.Cl>C(#N)C>[O:9]([C:1]([NH:17][C@H:18]([C:23]([OH:25])=[O:24])[CH2:19][CH2:20][S:21][CH3:22])=[O:16])[C:10]1[CH:11]=[CH:12][CH:13]=[CH:14][CH:15]=1 |f:1.2|. Reported procedure: Under a nitrogen atmosphere, 428 mg (2 mmol) of diphenyl carbonate and 5 mL of acetonitrile were loaded into a round bottom flask having a volume of 100 mL, and then the mixture was stirred at room temperature. A solution prepared by dissolving 633 mg (mL) of butyltetrahydrothiophenium methionine salt in 15 mL of acetonitrile was dropped to the solution, and then the mixture was stirred for 20 minutes. After that, a 1M aqueous HCl solution was added to the reaction solution to terminate the reac... The reactants are COC([O-])=O.C[N+](CC)(CC)CC (methyltriethylammonium methyl carbonate), C1(\C=C/C(=O)O1)=O (maleic anhydride). The solvent is O (water). The product is C(\C=C/C(=O)[O-])(=O)[O-].C[N+](CC)(CC)CC.C[N+](CC)(CC)CC (methyltriethylammonium maleate). The yield is 133.0%. As a reaction SMILES: CO[C:3](=[O:5])[O-:4].[CH3:6][N+:7]([CH2:12][CH3:13])([CH2:10][CH3:11])[CH2:8][CH3:9].C1(=O)[O:19][C:17](=[O:18])[CH:16]=[CH:15]1>O>[C:3]([O-:4])(=[O:5])/[CH:15]=[CH:16]\[C:17]([O-:19])=[O:18].[CH3:6][N+:7]([CH2:12][CH3:13])([CH2:10][CH3:11])[CH2:8][CH3:9].[CH3:6][N+:7]([CH2:12][CH3:13])([CH2:10][CH3:11])[CH2:8][CH3:9] |f:0.1,4.5.6|. Procedure: By following the same procedure as Example 20 (2nd step) except that 8.8 g of methyltriethylammonium methyl carbonate, 8.8 g of water, and 4.5 g of maleic anhydride were used, 10.6 g (yield of 100%) of methyltriethylammonium maleate was obtained. The content of monomethyl maleate was less than 0.15 and the contents of impurity ions were all less than 1 ppm. The reactants are C(C)(C)(C)OC(=O)N1CCC(CC1)(O)C1=CC=C(C=C1)Br (4-(4-bromophenyl)-4-hydroxypiperidine-1-carboxylic acid tert-butyl ester), C([O-])([O-])=O.[K+].[K+] (Potassium carbonate), BrC1=NC=CC=N1 (2-bromopyrimidine), final mixture, Palladium tetrakistriphenylphosphine, bis(pinacolate)diboron, C(Cl)Cl (CH2Cl2), C(C)(=O)[O-].[K+] (potassium acetate). Reagents/catalysts: C1=CC=C(C=C1)P([C-]2C=CC=C2)C3=CC=CC=C3.C1=CC=C(C=C1)P([C-]2C=CC=C2)C3=CC=CC=C3.Cl[Pd]Cl.[Fe+2] (PdCl2(dppf)). The solvent is O (water), O (water), C(C)(=O)OCC (ethyl acetate), CS(=O)C (Methyl sulfoxide). Reaction conditions: temperature 100 celsius. Yields the product C(C)(C)(C)OC(=O)N1CCC(CC1)(C1=CC=C(C=C1)C1=NC=CC=N1)O (4-hydroxy-4-(4-pyrimidin-2-ylphenyl)-piperidine-1-carboxylic acid tert-butyl ester). The yield is 79.9%. RXN SMILES: [C:1]([O:5][C:6]([N:8]1[CH2:13][CH2:12][C:11]([C:15]2[CH:20]=[CH:19][C:18](Br)=[CH:17][CH:16]=2)([OH:14])[CH2:10][CH2:9]1)=[O:7])([CH3:4])([CH3:3])[CH3:2].C(Cl)Cl.C([O-])(=O)C.[K+].C(=O)([O-])[O-].[K+].[K+].Br[C:37]1[N:42]=[CH:41][CH:40]=[CH:39][N:38]=1>C1C=CC(P(C2C=CC=CC=2)[C-]2C=CC=C2)=CC=1.C1C=CC(P(C2C=CC=CC=2)[C-]2C=CC=C2)=CC=1.Cl[Pd]Cl.[Fe+2].O.C(OCC)(=O)C.CS(C)=O>[C:1]([O:5][C:6]([N:8]1[CH2:13][CH2:12][C:11]([OH:14])([C:15]2[CH:20]=[CH:19][C:18]([C:37]3[N:42]=[CH:41][CH:40]=[CH:39][N:38]=3)=[CH:17][CH:16]=2)[CH2:10][CH2:9]1)=[O:7])([CH3:4])([CH3:3])[CH3:2] |f:2.3,4.5.6,8.9.10.11|. Reported procedure: 4-(4-bromophenyl)-4-hydroxypiperidine-1-carboxylic acid tert-butyl ester (800 mg, 2.25 mmol), bis(pinacolate)diboron (856 mg, 3.37 mmol), PdCl2(dppf).CH2Cl2 (184 mg, 0.23 mmol), potassium acetate (660 mg, 6.74 mmol) were weighted into a sealed-tube. Methyl sulfoxide (20 ml) was added and the mixture was purged with nitrogen for 20 min before it was heated at 100° C. for 2 hr under nitrogen. The mixture was cooled to r.t. Potassium carbonate (1.55, 11.2 mmol), 2-bromopyrimidine (429 mg, 2.70 mmol...